The task is: describe an organic reaction: reactants, conditions, products, and yield. This data is from the Open Reaction Database (ORD), a public repository of structured organic reaction records. Starting materials: ClC(C(C(F)(F)Cl)(F)F)(F)Cl (1,1,3-trichloro-1,2,2,3,3-pentafluoropropane), C(C)(C)O (isopropanol). The solvent is ice water. The product is ClC(F)(F)C(F)(F)C(Cl)F (ClCF2CF2CHClF). Yield: 55.3%. RXN SMILES: [Cl:1][C:2](Cl)([F:10])[C:3]([F:9])([F:8])[C:4]([Cl:7])([F:6])[F:5].C(O)(C)C>>[Cl:7][C:4]([C:3]([CH:2]([F:10])[Cl:1])([F:9])[F:8])([F:6])[F:5]. Reported procedure: 106.6 grams (0.45 mol) 1,1,3-trichloro-1,2,2,3,3-pentafluoropropane (produced in Part C above) and 300 gm (5 mol) isopropanol were stirred under an inert atmosphere and irradiated 4.5 hours with a 450 W Hanovia Hg lamp at a distance of 2-3 inches (5-7.6 cm). The acidic reaction mixture was then poured into 1.5 liters ice water. The organic layer was separated, washed twice with 50 ml water, dried with calcium sulfate, and distilled to give 50.5 gm ClCF2CF2CHClF, bp 54.5-56° C. (55%). 1H NMR (CDC... The reactants are [BH4-], O=Cc1ccccc1Br, C1CCOC1, CN, [Na+]. Product: CNCc1ccccc1Br. As a reaction SMILES: [BH4-:12].[Br:1][c:2]1[c:3]([CH:4]=[O:5])[cH:6][cH:7][cH:8][cH:9]1.[CH2:14]1[O:15][CH2:16][CH2:17][CH2:18]1.[CH3:10][NH2:11].[Na+:13]>>[Br:1][c:2]1[c:3]([CH2:4][NH:11][CH3:10])[cH:6][cH:7][cH:8][cH:9]1. Starting materials: N-(2-chloro-5-(4,4,5,5,-tetramethyl-1,3,2-dioxaborolan-2-yl)pyridine-3-yl)-N′,N′-dimethylsulfonamide, BrC=1C(=CC=2N(C1)C(=CN2)I)C (6-bromo-3-iodo-7-methylimidazo[1,2-a]pyridine), dichloride palladium(ii), C([O-])([O-])=O.[Na+].[Na+] (sodium carbonate), BrC=1C(=CC=2N(C1)C(=CN2)C=2C=C(C(=NC2)Cl)NS(=O)(=O)N(C)C)C (N-(5-(6-bromo-7-methylimidazo[1,2-a]pyridin-3-yl)-2-chloropyridin-3-yl)dimethylaminosulfonamide). Reagents/catalysts: C1(=CC=CC=C1)P([C-]1C=CC=C1)C1=CC=CC=C1.[C-]1(C=CC=C1)P(C1=CC=CC=C1)C1=CC=CC=C1.[Fe+2] (1,1′-bis(diphenylphosphino)ferrocene). Run in O1CCOCC1 (dioxane). Conditions: temperature 110 celsius. Yields the product ClC1=NC=C(C=C1NS(=O)(=O)N(C)C)C1=CN=C2N1C=C(C(=C2)C)C2=CC=NC=C2 (N′-(2-Chloro-5-(7-methyl-6-(4-pyridinyl)imidazo[1,2-a]pyridin-3-yl)-3-pyridinyl)-N,N-dimethylsulfamide). Reaction SMILES: Br[C:2]1[C:3]([CH3:25])=[CH:4][C:5]2[N:6]([C:8]([C:11]3[CH:12]=[C:13]([NH:18][S:19]([N:22]([CH3:24])[CH3:23])(=[O:21])=[O:20])[C:14]([Cl:17])=[N:15][CH:16]=3)=[CH:9][N:10]=2)[CH:7]=1.Br[C:27]1[C:28](C)=[CH:29][C:30]2[N:31](C(I)=CN=2)[CH:32]=1.C(=O)([O-])[O-].[Na+].[Na+]>C1(P(C2C=CC=CC=2)[C-]2C=CC=C2)C=CC=CC=1.[C-]1(P(C2C=CC=CC=2)C2C=CC=CC=2)C=CC=C1.[Fe+2].O1CCOCC1>[Cl:17][C:14]1[C:13]([NH:18][S:19]([N:22]([CH3:24])[CH3:23])(=[O:21])=[O:20])=[CH:12][C:11]([C:8]2[N:6]3[CH:7]=[C:2]([C:28]4[CH:27]=[CH:32][N:31]=[CH:30][CH:29]=4)[C:3]([CH3:25])=[CH:4][C:5]3=[N:10][CH:9]=2)=[CH:16][N:15]=1 |f:2.3.4,5.6.7|. Procedure details: N-(5-(6-bromo-7-methylimidazo[1,2-a]pyridin-3-yl)-2-chloropyridin-3-yl)dimethylaminosulfonamide. To a 5 mL microwave tube was added N-(2-chloro-5-(4,4,5,5,-tetramethyl-1,3,2-dioxaborolan-2-yl)pyridine-3-yl)-N′,N′-dimethylsulfonamide (0.300 g, 0.830 mmol), 6-bromo-3-iodo-7-methylimidazo[1,2-a]pyridine (0.335 g, 0.995 mmol), 1,1′-bis(diphenylphosphino)ferrocene]dichloride palladium(ii) (0.061 g, 0.083 mmol), sodium carbonate (1.037 mL, 2.074 mmol), and dioxane (3 mL). The resulting mixture was sea... The reactants are FC(C(=O)OC(C(F)(F)F)=O)(F)F (Trifluoroacetic anhydride), C(Cl)Cl (methylene chloride), C1(=CC=CC=C1)C(N1CCN(CC1)CCCOC1=C2C=C(NC2=CC=C1)C(=O)N)C1=CC=CC=C1 (4-[3-[4-(Diphenylmethyl)-1-piperazinyl]propoxy]indole-2-carboxamide), N1=CC=CC=C1 (pyridine). Solvent: O1CCOCC1 (dioxane), CCOCC (ether), O1CCOCC1 (dioxane). Run at time 2 hour. Yields the product Cl.Cl.C(#N)C=1NC2=CC=CC(=C2C1)OCCCN1CCN(CC1)C(C1=CC=CC=C1)C1=CC=CC=C1 (2-Cyano4-[3-[4-(diphenylmethyl)-1-piperazinyl]propoxy]indole, dihydrochloride). RXN SMILES: [C:1]1([CH:7]([C:30]2[CH:35]=[CH:34][CH:33]=[CH:32][CH:31]=2)[N:8]2[CH2:13][CH2:12][N:11]([CH2:14][CH2:15][CH2:16][O:17][C:18]3[CH:26]=[CH:25][CH:24]=[C:23]4[C:19]=3[CH:20]=[C:21]([C:27]([NH2:29])=O)[NH:22]4)[CH2:10][CH2:9]2)[CH:6]=[CH:5][CH:4]=[CH:3][CH:2]=1.N1C=CC=CC=1.FC(F)(F)C(OC(=O)C(F)(F)F)=O.C(Cl)[Cl:56]>O1CCOCC1.CCOCC>[ClH:56].[ClH:56].[C:27]([C:21]1[NH:22][C:23]2[C:19]([CH:20]=1)=[C:18]([O:17][CH2:16][CH2:15][CH2:14][N:11]1[CH2:10][CH2:9][N:8]([CH:7]([C:30]3[CH:35]=[CH:34][CH:33]=[CH:32][CH:31]=3)[C:1]3[CH:2]=[CH:3][CH:4]=[CH:5][CH:6]=3)[CH2:13][CH2:12]1)[CH:26]=[CH:25][CH:24]=2)#[N:29] |f:6.7.8|. Procedure: 4-[3-[4-(Diphenylmethyl)-1-piperazinyl]propoxy]indole-2-carboxamide (EXAMPLE 5, 1.45 g) and pyridine (1.18 ml) in dioxane (442) ml) is cooled to 12°. Trifluoroacetic anhydride (1.1 ml) in dioxane (8 ml) is added dropwise over 15 min (the reaction temperature remained between 12° and 14° ). The mixture is stirred for 2 hr at 20°-25°, diluted with methylene chloride and the mixture is washed with aqueous sodium bicarbonate, water and finally saline. The organic solution is dried over magnesium sul... Reaction SMILES: [CH3:27][OH:28].[Cl:29][CH:30]([Cl:31])[CH3:32].[K:20].[OH2:26].[S:21]([OH:22])(=[O:23])(=[O:24])[OH:25].[c:1]1([S:7][CH:8]2[CH:9]([C:16](=[O:17])[O:18][CH3:19])[CH:10]([C:12](=[O:13])[O:14][CH3:15])[CH2:11]2)[cH:2][cH:3][cH:4][cH:5][cH:6]1>>[c:1]1([S:7]([CH:8]2[CH:9]([C:16](=[O:17])[O:18][CH3:19])[CH:10]([C:12](=[O:13])[O:14][CH3:15])[CH2:11]2)(=[O:22])=[O:26])[cH:2][cH:3][cH:4][cH:5][cH:6]1. The product is COC(=O)C1CC(S(=O)(=O)c2ccccc2)C1C(=O)OC. The reactants are CO, CC(Cl)Cl, [K], O, O=S(=O)(O)O, COC(=O)C1CC(Sc2ccccc2)C1C(=O)OC. The reactants are BrCC1=CC=CC2=CC=CC=C12 (1-(bromomethyl)naphthalene), ClC=1N=CNC1Cl (4,5-dichloroimidazole), C1CCOC1 (THF), BrCC1=C(C(=C(C(=C1C)CBr)C)CBr)C (1,3,5-tris(bromomethyl)-2,4,6-trimethylbenzene), [OH-].[K+] (Potassium hydroxide). The product is [Br-].CC1=C(C(=C(C(=C1C[N+]1=CN(C(=C1Cl)Cl)CC1=CC=CC2=CC=CC=C12)C)C[N+]1=CN(C(=C1Cl)Cl)CC1=CC=CC2=CC=CC=C12)C)C[N+]1=CN(C(=C1Cl)Cl)CC1=CC=CC2=CC=CC=C12.[Br-].[Br-] (3,3′,3″-(2,4,6-trimethylbenzene-1,3,5-triyl)tris(methylene)tris(4,5-dichloro-1-(naphthalen-1-ylmethyl)-1H-imidazol-3-ium) bromide). As a reaction SMILES: [Cl:1][C:2]1[N:3]=[CH:4][NH:5][C:6]=1[Cl:7].[OH-].[K+].[Br:10][CH2:11][C:12]1[C:17]([CH3:18])=[C:16]([CH2:19]Br)[C:15]([CH3:21])=[C:14]([CH2:22]Br)[C:13]=1[CH3:24].[Br:25][CH2:26][C:27]1[C:36]2[C:31](=[CH:32][CH:33]=[CH:34][CH:35]=2)[CH:30]=[CH:29][CH:28]=1.[CH2:37]1[CH2:41]O[CH2:39][CH2:38]1>>[Br-:10].[CH3:24][C:13]1[C:12]([CH2:11][N+:3]2[C:2]([Cl:1])=[C:6]([Cl:7])[N:5]([CH2:26][C:27]3[C:36]4[C:31](=[CH:32][CH:33]=[CH:34][CH:35]=4)[CH:30]=[CH:29][CH:28]=3)[CH:4]=2)=[C:17]([CH3:18])[C:16]([CH2:19][N+:3]2[C:2]([Cl:1])=[C:6]([Cl:7])[N:5]([CH2:39][C:38]3[C:34]4[C:37](=[CH:38][CH:39]=[CH:32][CH:33]=4)[CH:41]=[CH:41][CH:37]=3)[CH:4]=2)=[C:15]([CH3:21])[C:14]=1[CH2:22][N+:3]1[C:2]([Cl:1])=[C:6]([Cl:7])[N:5]([CH2:41][C:37]2[C:36]3[C:27](=[CH:28][CH:29]=[CH:30][CH:31]=3)[CH:26]=[CH:39][CH:38]=2)[CH:4]=1.[Br-:25].[Br-:10] |f:1.2,6.7.8.9|. Procedure: 4,5-dichloroimidazole (3.00 g, 21.90 mmol) was dissolved in THF and brought to reflux. Potassium hydroxide (2.46 g, 43.80 mmol) was added to the solution and allowed to reflux for 30 min. 1,3,5-tris(bromomethyl)-2,4,6-trimethylbenzene (2.91 g, 7.30 mmol) was added to the solution and refluxed overnight. Solution was filtered while hot to remove the KBr precipitate and the filtrate returned to reflux. 1-(bromomethyl)naphthalene (4.84 g, 21.90 mmol) was added to the solution and refluxed for 3 h. ... Starting materials: COc1ccc(S)cc1, CC(C)O, [Cu]I, OCc1ccccc1I, [K+], [K+], O=C([O-])[O-], OCCO. Yields the product COc1ccc(Sc2ccccc2CO)cc1. Reaction SMILES: [CH3:10][O:11][c:12]1[cH:13][cH:14][c:15]([SH:18])[cH:16][cH:17]1.[CH3:31][CH:32]([OH:33])[CH3:34].[Cu:29][I:30].[I:1][c:2]1[c:3]([CH2:4][OH:5])[cH:6][cH:7][cH:8][cH:9]1.[K+:19].[K+:20].[O-:21][C:22]([O-:23])=[O:24].[OH:25][CH2:26][CH2:27][OH:28]>>[c:2]1([S:18][c:15]2[cH:14][cH:13][c:12]([O:11][CH3:10])[cH:17][cH:16]2)[c:3]([CH2:4][OH:5])[cH:6][cH:7][cH:8][cH:9]1.